Dataset: the Open Reaction Database (ORD), a public repository of structured organic reaction records. Task: describe an organic reaction: reactants, conditions, products, and yield Reactants: C(C)[SiH](CC)CC (Triethylsilane), ClCCCC(=O)C1=CC=C(C=C1)F (4-chloro-4'-fluoro-butyrophenone). Run in FC(C(=O)O)(F)F (trifluoroacetic acid). Yields the product ClCCCCC1=CC=C(C=C1)F (1-(4-chloro-butyl)-4-fluoro-benzene). Reaction SMILES: C([SiH](CC)CC)C.[Cl:8][CH2:9][CH2:10][CH2:11][C:12]([C:14]1[CH:19]=[CH:18][C:17]([F:20])=[CH:16][CH:15]=1)=O>FC(F)(F)C(O)=O>[Cl:8][CH2:9][CH2:10][CH2:11][CH2:12][C:14]1[CH:15]=[CH:16][C:17]([F:20])=[CH:18][CH:19]=1. Procedure details: Triethylsilane (22.5 ml; 0.141 mol) was added dropwise to a cold (~0° C.) stirring mixture of 4-chloro-4'-fluoro-butyrophenone (10 ml; 0.0613 mol) in trifluoroacetic acid (47 ml). The reaction mixture was stirred at room temperature under nitrogen for 6 hours. The reaction was quenched with brine and extracted with diethyl ether. The organic extract was dried (MgSO4) and evaporated under vacuum giving the desired compound as an oil. Reactants: O=C([O-])[O-], Cc1cn(C)c2c1Nc1ccccc1NC2=O, O=C(Cl)CCl, [K+], [K+], C1COCCO1. Product: Cc1cn(C)c2c1N(C(=O)CCl)c1ccccc1NC2=O. Reaction SMILES: [C:23](=[O:24])([O-:25])[O-:26].[CH3:6][n:7]1[cH:8][c:9]([CH3:22])[c:10]2[c:16]1[C:15](=[O:17])[NH:14][c:13]1[c:12]([cH:21][cH:20][cH:19][cH:18]1)[NH:11]2.[Cl:1][CH2:2][C:3](=[O:4])[Cl:5].[K+:27].[K+:28].[O:29]1[CH2:30][CH2:31][O:32][CH2:33][CH2:34]1>>[Cl:1][CH2:2][C:3](=[O:4])[N:11]1[c:10]2[c:9]([CH3:22])[cH:8][n:7]([CH3:6])[c:16]2[C:15](=[O:17])[NH:14][c:13]2[c:12]1[cH:21][cH:20][cH:19][cH:18]2. The reactants are [Br-], O=C([O-])c1ccccc1, [Na+], c1ccc([I+]c2ccccc2)cc1. Product: Ic1ccccc1, O=C(Oc1ccccc1)c1ccccc1. Reaction SMILES: [Br-:1].[C:15]([c:16]1[cH:17][cH:18][cH:19][cH:20][cH:21]1)(=[O:22])[O-:23].[Na+:24].[c:2]1([I+:8][c:9]2[cH:10][cH:11][cH:12][cH:13][cH:14]2)[cH:3][cH:4][cH:5][cH:6][cH:7]1>>[c:2]1([I:8])[cH:3][cH:4][cH:5][cH:6][cH:7]1.[c:9]1([O:23][C:15]([c:16]2[cH:17][cH:18][cH:19][cH:20][cH:21]2)=[O:22])[cH:10][cH:11][cH:12][cH:13][cH:14]1. Starting materials: FC(C=1C(=NC=CC1)N1CCNCC1)(F)F (1-(3-trifluoromethylpyridin-2-yl)piperazine), BrC1=CC(=CC=2NC(=NC21)Cl)C(F)(F)F (4-bromo-2-chloro-6-trifluoromethyl-1H-benzoimidazole). Product: BrC1=CC(=CC=2NC(=NC21)N2CCN(CC2)C2=NC=CC=C2C(F)(F)F)C(F)(F)F (4-Bromo-6-trifluoromethyl-2-[4-(3-trifluoromethylpyridin-2-yl)piperazin-1-yl]-1H-benzoimidazole). RXN SMILES: [F:1][C:2]([F:16])([F:15])[C:3]1[C:4]([N:9]2[CH2:14][CH2:13][NH:12][CH2:11][CH2:10]2)=[N:5][CH:6]=[CH:7][CH:8]=1.[Br:17][C:18]1[C:26]2[N:25]=[C:24](Cl)[NH:23][C:22]=2[CH:21]=[C:20]([C:28]([F:31])([F:30])[F:29])[CH:19]=1>>[Br:17][C:18]1[C:26]2[N:25]=[C:24]([N:12]3[CH2:11][CH2:10][N:9]([C:4]4[C:3]([C:2]([F:1])([F:15])[F:16])=[CH:8][CH:7]=[CH:6][N:5]=4)[CH2:14][CH2:13]3)[NH:23][C:22]=2[CH:21]=[C:20]([C:28]([F:31])([F:30])[F:29])[CH:19]=1. Procedure: The reaction of 1-(3-trifluoromethylpyridin-2-yl)piperazine (128 mg, 0.5 mmol, Fluorochem) and 4-bromo-2-chloro-6-trifluoromethyl-1H-benzoimidazole (210 mg, 0.7 mmol, Example 6b) under the conditions of Example 3c afforded the title compound as a white solid. M.p. 196° C. MS (ESI, pos. ion) m/z: 494 (M+1). Yields the product CSc1ccc(C=Cc2nc(C)cc(Cl)n2)cc1. RXN SMILES: [CH3:1][c:2]1[cH:3][c:4]([OH:18])[n:5][c:6]([CH:8]=[CH:9][c:10]2[cH:11][cH:12][c:13]([S:16][CH3:17])[cH:14][cH:15]2)[n:7]1.[P:19]([Cl:20])([Cl:21])([Cl:22])=[O:23]>>[CH3:1][c:2]1[cH:3][c:4]([Cl:21])[n:5][c:6]([CH:8]=[CH:9][c:10]2[cH:11][cH:12][c:13]([S:16][CH3:17])[cH:14][cH:15]2)[n:7]1. Reactants: CSc1ccc(C=Cc2nc(C)cc(O)n2)cc1, O=P(Cl)(Cl)Cl.